This data is from the Open Reaction Database (ORD), a public repository of structured organic reaction records. The task is: describe an organic reaction: reactants, conditions, products, and yield Starting materials: ClCC(=O)N(C1=C(C=CC=C1CC)CC)CCOCCC (2-chloro-2',6'-diethyl-N-(2-propyloxyethyl)acetanilide), ClC=1C=C(C=CC1Cl)NC(C(C)(C)C)=O (N-(3,4-dichlorophenyl)trimethylacetamide), ClC=1C=C(C=CC1C)NC(C(CCC)C)=O (N-(3-chloro-4-methylphenyl)-2-methylpentanamide), C(CCC)OCN(C(CCl)=O)C1=C(C=CC=C1CC)CC (N-n-butoxymethyl-N-(2,6-diethylphenyl)chloroacetamide), COCN(C(CCl)=O)C1=C(C=CC=C1CC)CC (N-methoxymethyl-N-(2,6-diethylphenyl)chloroacetamide), C(C)(C)N(C(CCl)=O)C1=CC=CC=C1 (N-isopropyl-N-phenylchloroacetamide), ClC=1C=C(C=CC1Cl)NC(CC)=O (N-(3,4-dichlorophenyl)propionamide), ClC=1C=C(C=CC1Cl)NC(C(=C)C)=O (N-(3,4-dichlorophenyl)methacrylamide), alpha-dimethylvaleramide. The product is ClCC(=O)N(C(COC)C)C1=C(C=CC=C1C)CC (2-Chloro-N-(2-ethyl-6-methylphenyl)-N-(2-methoxy-1-methylethyl)acetamide). Reaction SMILES: [Cl:1][CH2:2][C:3]([N:5]([CH2:16][CH2:17][O:18][CH2:19]CC)[C:6]1[C:11]([CH2:12]C)=[CH:10][CH:9]=[CH:8][C:7]=1[CH2:14][CH3:15])=[O:4].Cl[C:23]1C=C(NC(=O)CC)C=CC=1Cl.ClC1C=C(NC(=O)C(C)=C)C=CC=1Cl.ClC1C=C(NC(=O)C(C)CCC)C=CC=1C.ClC1C=C(NC(=O)C(C)(C)C)C=CC=1Cl.C(N(C1C=CC=CC=1)C(=O)CCl)(C)C.C(OCN(C1C(CC)=CC=CC=1CC)C(=O)CCl)CCC.COCN(C1C(CC)=CC=CC=1CC)C(=O)CCl>>[Cl:1][CH2:2][C:3]([N:5]([C:6]1[C:11]([CH3:12])=[CH:10][CH:9]=[CH:8][C:7]=1[CH2:14][CH3:15])[CH:16]([CH3:23])[CH2:17][O:18][CH3:19])=[O:4]. Procedure details: 2-chloro-2',6'-diethyl-N-(2-propyloxyethyl)acetanilide; N-(3,4-dichlorophenyl)propionamide; N-(3,4-dichlorophenyl)methacrylamide; N-(3-chloro-4-methylphenyl)-2-methylpentanamide; N-(3,4-dichlorophenyl)trimethylacetamide; N-(3,4-dichlorophenyl)-alpha, alpha-dimethylvaleramide; N-isopropyl-N-phenylchloroacetamide; N-n-butoxymethyl-N-(2,6-diethylphenyl)chloroacetamide; N-methoxymethyl-N-(2,6-diethylphenyl)chloroacetamide;